Task: describe an organic reaction: reactants, conditions, products, and yield. Dataset: the Open Reaction Database (ORD), a public repository of structured organic reaction records Starting materials: CCCc1ccc2c(Nc3cc(C)ccc3Sc3ccccc3NC(C)=O)ccnc2n1, Cl, [Na+], [OH-], O. The product is CCCc1ccc2c(Nc3cc(C)ccc3Sc3ccccc3N)ccnc2n1. Reaction SMILES: [CH3:1][c:2]1[cH:3][c:4]([NH:19][c:20]2[cH:21][cH:22][n:23][c:24]3[n:25][c:26]([CH2:30][CH2:31][CH3:32])[cH:27][cH:28][c:29]23)[c:5]([S:8][c:9]2[c:10]([NH:15][C:16](=[O:17])[CH3:18])[cH:11][cH:12][cH:13][cH:14]2)[cH:6][cH:7]1.[ClH:36].[Na+:35].[OH-:34].[OH2:33]>>[CH3:1][c:2]1[cH:3][c:4]([NH:19][c:20]2[cH:21][cH:22][n:23][c:24]3[n:25][c:26]([CH2:30][CH2:31][CH3:32])[cH:27][cH:28][c:29]23)[c:5]([S:8][c:9]2[c:10]([NH2:15])[cH:11][cH:12][cH:13][cH:14]2)[cH:6][cH:7]1. Reactants: FC1=CC=C(C=C1)C=1OC2=C(C1C(NC)=O)C=C(C=C2)C=2C=C(C(=O)O)C=CC2C (3-(2-(4-fluorophenyl)-3-(methylcarbamoyl)benzofuran-5-yl)-4-methylbenzoic acid), CC1=CN=C(S1)C1(CC1)N (1-(5-methylthiazol-2-yl)cyclopropanamine), CCN=C=NCCCN(C)C.Cl (EDCI.HCl), C=1C=CC2=C(C1)N=NN2O (HOBT), TEA. The solvent is ClCCl (dichloromethane), O (water). Run at time 18 hour. Yields the product FC1=CC=C(C=C1)C=1OC2=C(C1C(=O)NC)C=C(C=C2)C2=C(C=CC(=C2)C(NC2(CC2)C=2SC(=CN2)C)=O)C (2-(4-Fluorophenyl)-N-methyl-5-(2-methyl-5-(1-(5-methylthiazol-2-yl)cyclopropylcarbamoyl)phenyl)benzofuran-3-carboxamide). As a reaction SMILES: [F:1][C:2]1[CH:7]=[CH:6][C:5]([C:8]2[O:9][C:10]3[CH:20]=[CH:19][C:18]([C:21]4[CH:22]=[C:23]([CH:27]=[CH:28][C:29]=4[CH3:30])[C:24]([OH:26])=O)=[CH:17][C:11]=3[C:12]=2[C:13](=[O:16])[NH:14][CH3:15])=[CH:4][CH:3]=1.[CH3:31][C:32]1[S:36][C:35]([C:37]2([NH2:40])[CH2:39][CH2:38]2)=[N:34][CH:33]=1.CCN=C=NCCCN(C)C.Cl.C1C=CC2N(O)N=NC=2C=1>ClCCl.O>[F:1][C:2]1[CH:3]=[CH:4][C:5]([C:8]2[O:9][C:10]3[CH:20]=[CH:19][C:18]([C:21]4[CH:22]=[C:23]([C:24](=[O:26])[NH:40][C:37]5([C:35]6[S:36][C:32]([CH3:31])=[CH:33][N:34]=6)[CH2:39][CH2:38]5)[CH:27]=[CH:28][C:29]=4[CH3:30])=[CH:17][C:11]=3[C:12]=2[C:13]([NH:14][CH3:15])=[O:16])=[CH:6][CH:7]=1 |f:2.3|. Procedure details: 3-(2-(4-fluorophenyl)-3-(methylcarbamoyl)benzofuran-5-yl)-4-methylbenzoic acid (0.2 g, 0.5 mmol, 1 eq), 1-(5-methylthiazol-2-yl)cyclopropanamine (0.093 g, 0.6 mmol, 1.2 eq), EDCI.HCl (0.103 g, 0.54 mmol, 1.1 eq), HOBT (0.067 g, 0.5 mmol, 1.5 eq) and TEA (0.21 ml, 1.5 mmol, 3 eq) were dissolved in dichloromethane and the mixture was stirred at room temperature for 18 h. The mixture was then added with water, and the organic layer was separated and washed with water, and the product was purified b...